Dataset: the Open Reaction Database (ORD), a public repository of structured organic reaction records. Task: describe an organic reaction: reactants, conditions, products, and yield Reactants: C(C)(=O)OC(C)=O (acetic anhydride), C(C1=CC=CC=C1)O[C@H]1C[C@@H](O[C@@H]1CO)N1C(=O)NC(=O)C(=C1)F (3'-O-benzyl-2'-deoxy-5-fluorouridine). Solvent: N1=CC=CC=C1 (pyridine). Run at time 8 hour. Product: C(C1=CC=CC=C1)O[C@H]1C[C@@H](O[C@@H]1COC(C)=O)N1C(=O)NC(=O)C(=C1)F (3'-O-benzyl-5'-O-acetyl-2'-deoxy-5-fluorouridine). The yield is 81.5%. Reaction SMILES: [C:1]([O:4][C:5](=O)[CH3:6])(=[O:3])[CH3:2].[CH2:8]([O:15][C@@H:16]1[C@@H](CO)[O:19][C@@H:18]([N:23]2[CH:30]=[C:29]([F:31])[C:27](=[O:28])[NH:26][C:24]2=[O:25])[CH2:17]1)[C:9]1[CH:14]=[CH:13][CH:12]=[CH:11][CH:10]=1>N1C=CC=CC=1>[CH2:8]([O:15][C@@H:16]1[C@@H:6]([CH2:5][O:4][C:1](=[O:3])[CH3:2])[O:19][C@@H:18]([N:23]2[CH:30]=[C:29]([F:31])[C:27](=[O:28])[NH:26][C:24]2=[O:25])[CH2:17]1)[C:9]1[CH:14]=[CH:13][CH:12]=[CH:11][CH:10]=1. Procedure details: A 3.33 ml quantity of acetic anhydride was added to a solution of 3.95 g of 3'-O-benzyl-2'-deoxy-5-fluorouridine in 30 ml of pyridine, and the mixture was left to stand at 40° C overnight. The solvent was distilled off and the residue was dissolved in 30 ml of ethyl acetate. The solution was washed twice with 15 ml of water. The ethyl acetate layer was dried over anhydrous sodium sulfate and concentrated. The concentrate was placed on a silica gel column and eluted with chloroform, giving 3.62 g... Starting materials: CC(C)Oc1cccc(C(=O)CCl)c1, OCCC1(c2ccc(Cl)c(Cl)c2)CCNC1. Yields the product CC(C)Oc1cccc(C(=O)CN2CCC(CCO)(c3ccc(Cl)c(Cl)c3)C2)c1. As a reaction SMILES: [CH:17]([CH3:18])([CH3:19])[O:20][c:21]1[cH:22][c:23]([C:24]([CH2:25][Cl:26])=[O:27])[cH:28][cH:29][cH:30]1.[Cl:1][c:2]1[cH:3][c:4]([C:9]2([CH2:14][CH2:15][OH:16])[CH2:10][NH:11][CH2:12][CH2:13]2)[cH:5][cH:6][c:7]1[Cl:8]>>[Cl:1][c:2]1[cH:3][c:4]([C:9]2([CH2:14][CH2:15][OH:16])[CH2:10][N:11]([CH2:25][C:24]([c:23]3[cH:22][c:21]([O:20][CH:17]([CH3:18])[CH3:19])[cH:30][cH:29][cH:28]3)=[O:27])[CH2:12][CH2:13]2)[cH:5][cH:6][c:7]1[Cl:8].